From a dataset of the Open Reaction Database (ORD), a public repository of structured organic reaction records. describe an organic reaction: reactants, conditions, products, and yield The reactants are C(C)NC1=C(C=C(C(=C1)OC)OC)C1CC=2C=CC(=CC2CC1)OC(C(C)(C)C)=O (pivalic acid 6-(2-ethylamino-4,5-dimethoxyphenyl)-5,6,7,8-tetrahydronaphthalen-2-yl ester), N1(CCCCCC1)CCOC=1C=CC(=NC1)C(=O)[O-].[Na+] (sodium 5-(2-azepan-1-ylethoxy)pyridine-2-carboxylate). The product is N1(CCCCCC1)CCOC=1C=CC(=NC1)CN(C1=C(C=C(C(=C1)OC)OC)C1CC=2C=CC(=CC2CC1)O)CC (6-{2-{[5-(2-Azepan-1-ylethoxy)pyridin-2-ylmethyl]ethylamino}-4,5-dimethoxyphenyl}-5,6,7,8-tetrahydronaphthalen-2-ol). Isolated yield 47.1%. RXN SMILES: [CH2:1]([NH:3][C:4]1[CH:9]=[C:8]([O:10][CH3:11])[C:7]([O:12][CH3:13])=[CH:6][C:5]=1[CH:14]1[CH2:23][CH2:22][C:21]2[CH:20]=[C:19]([O:24]C(=O)C(C)(C)C)[CH:18]=[CH:17][C:16]=2[CH2:15]1)[CH3:2].[N:31]1([CH2:38][CH2:39][O:40][C:41]2[CH:42]=[CH:43][C:44]([C:47]([O-])=O)=[N:45][CH:46]=2)[CH2:37][CH2:36][CH2:35][CH2:34][CH2:33][CH2:32]1.[Na+]>>[N:31]1([CH2:38][CH2:39][O:40][C:41]2[CH:42]=[CH:43][C:44]([CH2:47][N:3]([CH2:1][CH3:2])[C:4]3[CH:9]=[C:8]([O:10][CH3:11])[C:7]([O:12][CH3:13])=[CH:6][C:5]=3[CH:14]3[CH2:23][CH2:22][C:21]4[CH:20]=[C:19]([OH:24])[CH:18]=[CH:17][C:16]=4[CH2:15]3)=[N:45][CH:46]=2)[CH2:32][CH2:33][CH2:34][CH2:35][CH2:36][CH2:37]1 |f:1.2|. Procedure: Synthesized from pivalic acid 6-(2-ethylamino-4,5-dimethoxyphenyl)-5,6,7,8-tetrahydronaphthalen-2-yl ester (25 mg) and sodium 5-(2-azepan-1-ylethoxy)pyridine-2-carboxylate (60 mg) according to an analogous synthetic method to Example 152, the title compound (16 mg) was obtained. The reactants are CC(=O)OC(C)=O, COc1cc(C(=O)O)cc(OC)c1O, O, c1ccncc1. Yields the product COc1cc(C(=O)O)cc(OC)c1OC(C)=O. As a reaction SMILES: [CH3:15][C:16](=[O:17])[O:18][C:19](=[O:20])[CH3:21].[CH3:1][O:2][c:3]1[cH:4][c:5]([C:6](=[O:7])[OH:8])[cH:9][c:10]([O:13][CH3:14])[c:11]1[OH:12].[OH2:28].[cH:22]1[cH:23][cH:24][n:25][cH:26][cH:27]1>>[CH3:1][O:2][c:3]1[cH:4][c:5]([C:6](=[O:7])[OH:8])[cH:9][c:10]([O:13][CH3:14])[c:11]1[O:12][C:16]([CH3:15])=[O:17]. The reactants are CC(C(=O)OCC)N1C(CCC1)=O (ethyl α-methyl-2-oxo-1-pyrrolidineacetate), C[C@@H]1N([C@@H](CCC1)C)CCCN (cis-3-(2,6-dimethyl-1-piperidinyl)propylamine). Product: C[C@@H]1N([C@@H](CCC1)C)CCCNC(C(N1C(CCC1)=O)C)=O (cis-(±)-N-[3-(2,6-dimethyl-1-piperidinyl)propyl]-α-methyl-2-oxo-1-pyrrolidineacetamide). As a reaction SMILES: [CH3:1][CH:2]([N:8]1[CH2:12][CH2:11][CH2:10][C:9]1=[O:13])[C:3]([O:5]CC)=O.[CH3:14][C@H:15]1[CH2:20][CH2:19][CH2:18][C@@H:17]([CH3:21])[N:16]1[CH2:22][CH2:23][CH2:24][NH2:25]>>[CH3:14][C@H:15]1[CH2:20][CH2:19][CH2:18][C@@H:17]([CH3:21])[N:16]1[CH2:22][CH2:23][CH2:24][NH:25][C:3](=[O:5])[CH:2]([CH3:1])[N:8]1[CH2:12][CH2:11][CH2:10][C:9]1=[O:13]. Procedure details: From 9.25 g. of ethyl α-methyl-2-oxo-1-pyrrolidineacetate and 10.5 g. of cis-3-(2,6-dimethyl-1-piperidinyl)propylamine, following the procedure of Example 21, there is obtained cis-(±)-N-[3-(2,6-dimethyl-1-piperidinyl)propyl]-α-methyl-2-oxo-1-pyrrolidineacetamide; b.p. 165°-170° C./0.1 mm. Starting materials: Pd-PEPPSI-IPent, ClC1=CC2=C(C(=N1)O[C@H](C)[C@@H]1CC(NC1)=O)N(C=N2)C ((R)-4-((R)-1-(6-chloro-3-methyl-3H-imidazo[4,5-c]pyridin-4-yloxy)ethyl)pyrrolidin-2-one), CN1N=CC2=C1C=C(S2)[Sn](CCCC)(CCCC)CCCC (1-methyl-5-(tributylstannyl)-1H-thieno[3,2-c]pyrazole), Pd-PEPPSI-IPent, [F-].[Cs+] (CsF), [SnH4] (stannane), Pd-PEPPSI-IPent, [F-].[Cs+] (cesium fluoride). The solvent is O1CCOCC1 (dioxane). Conditions: temperature 67.5 celsius, time 2 hour. The product is CN1C=NC2=C1C(=NC(=C2)C2=CC=1N(N=CC1S2)C)O[C@H](C)[C@@H]2CC(NC2)=O ((R)-4-((R)-1-(3-methyl-6-(1-methyl-1H-thieno[3,2-c]pyrazol-5-yl)-3H-imidazo[4,5-c]pyridin-4-yloxy)ethyl)pyrrolidin-2-one). RXN SMILES: Cl[C:2]1[N:7]=[C:6]([O:8][C@@H:9]([C@H:11]2[CH2:15][NH:14][C:13](=[O:16])[CH2:12]2)[CH3:10])[C:5]2[N:17]([CH3:20])[CH:18]=[N:19][C:4]=2[CH:3]=1.[F-].[Cs+].[CH3:23][N:24]1[C:28]2[CH:29]=[C:30]([Sn](CCCC)(CCCC)CCCC)[S:31][C:27]=2[CH:26]=[N:25]1.[SnH4]>O1CCOCC1>[CH3:20][N:17]1[C:5]2[C:6]([O:8][C@@H:9]([C@H:11]3[CH2:15][NH:14][C:13](=[O:16])[CH2:12]3)[CH3:10])=[N:7][C:2]([C:30]3[S:31][C:27]4[CH:26]=[N:25][N:24]([CH3:23])[C:28]=4[CH:29]=3)=[CH:3][C:4]=2[N:19]=[CH:18]1 |f:1.2|. Reported procedure: Intermediate 2.06 (29 mg, 0.098 mmol), Pd-PEPPSI-IPent precatalyst (4 mg, 0.005 mmol), cesium fluoride (32 mg, 0.21 mmol) and powdered 4 Å molecular sieves (25 mg) were taken up in dioxane (1 mL) under Ar. 1-methyl-5-(tributylstannyl)-1H-thieno[3,2-c]pyrazole (46 μL, 0.13 mmol) was added and the resulting mixture was heated to 65-70° C. After 2 h, the reaction temperature was increased to 80° C. After 18 additional hours, additional Pd-PEPPSI-IPent precatalyst (3 mg, 0.004 mmol), CsF (35 mg, 0.2... Procedure: Indole-2-carboxylic acid was coupled to the resultant compound of Example 173 using the carbodiimide coupling procedure of Example 55 to provide the desired compound. Yields the product N1C(=CC2=CC=CC=C12)C(=O)N[C@@H](C(C)C)C(=O)N[C@@H](CC1=CC=CC=C1)[C@H]([C@@H]([C@H](CC1=CC=CC=C1)NC([C@@H](NC(=O)C=1NC2=CC=CC=C2C1)C(C)C)=O)O)O ((2S,3R,4R,5S)-2,5-Di-(N-(indole-2-carbonyl)-valinyl-amino)-3,4-dihydroxy-1,6-diphenylhexane). The reactants are N1C(=CC2=CC=CC=C12)C(=O)O (Indole-2-carboxylic acid), N[C@@H](C(C)C)C(=O)N[C@@H](CC1=CC=CC=C1)[C@H]([C@@H]([C@H](CC1=CC=CC=C1)NC([C@@H](N)C(C)C)=O)O)O ((2S,3R,4R,5S)-2,5-Di-(N-(valinyl)amino)-3,4-dihydroxy-1,6-diphenylhexane), N=C=N (carbodiimide). RXN SMILES: [NH:1]1[C:9]2[C:4](=[CH:5][CH:6]=[CH:7][CH:8]=2)[CH:3]=[C:2]1[C:10]([OH:12])=O.[NH2:13][C@H:14]([C:18]([NH:20][C@H:21]([C@@H:29]([OH:48])[C@H:30]([OH:47])[C@@H:31]([NH:39][C:40](=[O:46])[C@H:41]([CH:43]([CH3:45])[CH3:44])[NH2:42])[CH2:32][C:33]1[CH:38]=[CH:37][CH:36]=[CH:35][CH:34]=1)[CH2:22][C:23]1[CH:28]=[CH:27][CH:26]=[CH:25][CH:24]=1)=[O:19])[CH:15]([CH3:17])[CH3:16].N=[C:50]=[NH:51]>>[NH:51]1[C:50]2[C:4](=[CH:5][CH:6]=[CH:7][CH:8]=2)[CH:3]=[C:2]1[C:10]([NH:13][C@H:14]([C:18]([NH:20][C@H:21]([C@@H:29]([OH:48])[C@H:30]([OH:47])[C@@H:31]([NH:39][C:40](=[O:46])[C@H:41]([CH:43]([CH3:44])[CH3:45])[NH:42][C:10]([C:2]1[NH:1][C:9]2[C:4]([CH:3]=1)=[CH:5][CH:6]=[CH:7][CH:8]=2)=[O:12])[CH2:32][C:33]1[CH:34]=[CH:35][CH:36]=[CH:37][CH:38]=1)[CH2:22][C:23]1[CH:28]=[CH:27][CH:26]=[CH:25][CH:24]=1)=[O:19])[CH:15]([CH3:17])[CH3:16])=[O:12]. Starting materials: COc1ccc(S(=O)(=O)Cl)c2c1sc1ccc(S(=O)(=O)Cl)cc12, COc1ccc(N)cc1, CC(C)=O, O, c1ccncc1. The product is COc1ccc(NS(=O)(=O)c2ccc(OC)c3sc4ccc(S(=O)(=O)Cl)cc4c23)cc1. RXN SMILES: [CH3:1][O:2][c:3]1[cH:4][cH:5][c:6]([S:20](=[O:21])(=[O:22])[Cl:23])[c:7]2[c:8]1[s:9][c:10]1[c:11]2[cH:12][c:13]([S:16](=[O:17])(=[O:18])[Cl:19])[cH:14][cH:15]1.[CH3:24][O:25][c:26]1[cH:27][cH:28][c:29]([NH2:32])[cH:30][cH:31]1.[CH3:39][C:40](=[O:41])[CH3:42].[OH2:43].[cH:33]1[cH:34][cH:35][n:36][cH:37][cH:38]1>>[CH3:1][O:2][c:3]1[cH:4][cH:5][c:6]([S:20](=[O:21])(=[O:22])[NH:32][c:29]2[cH:28][cH:27][c:26]([O:25][CH3:24])[cH:31][cH:30]2)[c:7]2[c:8]1[s:9][c:10]1[c:11]2[cH:12][c:13]([S:16](=[O:17])(=[O:18])[Cl:19])[cH:14][cH:15]1. Procedure details: 1-(4-Bromo-benzyl)-4-(4-methoxy-benzenesulfonyl)-piperidine-4-carboxylic acid was prepared starting from 1-(4-bromo-benzyl)-4-(4-methoxy-benzenesulfonyl)-piperidine-4-carboxylic acid ethyl ester (16.5 g, 33.3 mmol) dissolved in THF:methanol 3:1 and 10 N NaOH (20 ml). The resulting reaction mixture was worked up as outlined in example 83. Yield 6.18 g (40%); tan solid; mp 215° C.; MS: 469.7 (M+H)+. As a reaction SMILES: C([O:3][C:4]([C:6]1([S:20]([C:23]2[CH:28]=[CH:27][C:26]([O:29][CH3:30])=[CH:25][CH:24]=2)(=[O:22])=[O:21])[CH2:11][CH2:10][N:9]([CH2:12][C:13]2[CH:18]=[CH:17][C:16]([Br:19])=[CH:15][CH:14]=2)[CH2:8][CH2:7]1)=[O:5])C>C1COCC1.CO.[OH-].[Na+]>[Br:19][C:16]1[CH:15]=[CH:14][C:13]([CH2:12][N:9]2[CH2:10][CH2:11][C:6]([S:20]([C:23]3[CH:24]=[CH:25][C:26]([O:29][CH3:30])=[CH:27][CH:28]=3)(=[O:22])=[O:21])([C:4]([OH:5])=[O:3])[CH2:7][CH2:8]2)=[CH:18][CH:17]=1 |f:1.2,3.4|. The solvent is C1CCOC1.CO (THF methanol), [OH-].[Na+] (NaOH). Yields the product BrC1=CC=C(CN2CCC(CC2)(C(=O)O)S(=O)(=O)C2=CC=C(C=C2)OC)C=C1 (1-(4-Bromo-benzyl)-4-(4-methoxy-benzenesulfonyl)-piperidine-4-carboxylic acid). Starting materials: C(C)OC(=O)C1(CCN(CC1)CC1=CC=C(C=C1)Br)S(=O)(=O)C1=CC=C(C=C1)OC (1-(4-bromo-benzyl)-4-(4-methoxy-benzenesulfonyl)-piperidine-4-carboxylic acid ethyl ester). Reactants: CC(=C)C(C=C(CC(C)C)C)=O (2,5,7-Trimethyl-1,4-octadien-3-one), CC(C)CC(C#CC(=C)C)(O)C (2,4,7-trimethyl-7-octen-5-yn-4-ol), dienone. Reagents/catalysts: [V] (vanadium). Product: CC(C)C(CC(CC(C)C)C)=O (2,5,7-trimethyl-3-octanone). Reaction SMILES: [CH3:1][C:2]([C:4](=[O:12])[CH:5]=[C:6]([CH3:11])[CH2:7][CH:8]([CH3:10])[CH3:9])=[CH2:3].CC(CC(C)(O)C#CC(C)=C)C>[V]>[CH3:3][CH:2]([C:4](=[O:12])[CH2:5][CH:6]([CH3:11])[CH2:7][CH:8]([CH3:10])[CH3:9])[CH3:1]. Procedure details: 2,5,7-Trimethyl-1,4-octadien-3-one can be prepared, for example, from 2,4,7-trimethyl-7-octen-5-yn-4-ol by propargylic rearrangement in a manner known per se with the aid of a vanadium catalyst. By catalytically hydrogenating the resulting dienone at room temperature, as described hereinbefore, there is obtained 2,5,7-trimethyl-3-octanone. 6,8-Dimethyl-3-nonen-2-one can be prepared, for example, by aldol condensation of 3,5-dimethyl-hexanal with acetone. Starting materials: COC(C(C)OC1=CC=C(C=C1)NC(COCC1=CC=CC=C1)=O)=O (2-[4-(2-Benzyloxyacetylamino)-phenoxy]-propionic acid methyl ester). Reagents/catalysts: [Pd] (Palladium on carbon). Run in CO (methanol). Reaction conditions: time 10 hour. The product is COC(C(C)OC1=CC=C(C=C1)NC(CO)=O)=O (2-[4-(2-Hydroxyacetylamino)-phenoxy]-propionic acid methyl ester). Isolated yield 36.1%. Reaction SMILES: [CH3:1][O:2][C:3](=[O:25])[CH:4]([O:6][C:7]1[CH:12]=[CH:11][C:10]([NH:13][C:14](=[O:24])[CH2:15][O:16]CC2C=CC=CC=2)=[CH:9][CH:8]=1)[CH3:5]>CO.[Pd]>[CH3:1][O:2][C:3](=[O:25])[CH:4]([O:6][C:7]1[CH:12]=[CH:11][C:10]([NH:13][C:14](=[O:24])[CH2:15][OH:16])=[CH:9][CH:8]=1)[CH3:5]. Reported procedure: 2-[4-(2-Benzyloxyacetylamino)-phenoxy]-propionic acid methyl ester 51 (15 gm, 43.7 mmol) was dissolved in methanol (150 ml) in a pressure vessel. Palladium on carbon (5%, 8 g) was added and the mixture stirred under a hydrogen atmosphere (2.5 kg) for 10 hrs. Catalyst was removed by filtration and the methanol distilled off. The crude 52 was recrystallised in chloroform:hexane (1:6) to give pure 52 (4 g, 36.3%) as a white powder with an m.p. between 111-112.6° C. Reactants: O=C1NC2=C(CCN1C1CCN(CC1)C(=O)O[C@H](CC1=CC(=C(C(=C1)C)OCC1=CC=CC=C1)C)C(=O)O)C=CC=C2 ((R)-2-(4-benzyloxy-3,5-dimethyl-phenyl)-1-carboxy-ethyl 4-(2-oxo-1,2,4,5-tetrahydro-1,3-benzodiazepin-3-yl)-piperidine-1-carboxylate), CO (MeOH), [H][H] (hydrogen). The reagents and catalysts are [Pd] (Pd/C). The product is O=C1NC2=C(CCN1C1CCN(CC1)C(=O)O[C@H](CC1=CC(=C(C(=C1)C)O)C)C(=O)OC)C=CC=C2 ((R)-2-(4-hydroxy-3,5-dimethyl-phenyl)-1-methoxycarbonyl-ethyl 4-(2-oxo-1,2,4,5-tetrahydro-1,3-benzodiazepin-3-yl)-piperidine-1-carboxylate). Reaction SMILES: [O:1]=[C:2]1[N:8]([CH:9]2[CH2:14][CH2:13][N:12]([C:15]([O:17][C@@H:18]([C:36]([OH:38])=[O:37])[CH2:19][C:20]3[CH:25]=[C:24]([CH3:26])[C:23]([O:27]CC4C=CC=CC=4)=[C:22]([CH3:35])[CH:21]=3)=[O:16])[CH2:11][CH2:10]2)[CH2:7][CH2:6][C:5]2[CH:39]=[CH:40][CH:41]=[CH:42][C:4]=2[NH:3]1.[H][H].[CH3:45]O>[Pd]>[O:1]=[C:2]1[N:8]([CH:9]2[CH2:14][CH2:13][N:12]([C:15]([O:17][C@@H:18]([C:36]([O:38][CH3:45])=[O:37])[CH2:19][C:20]3[CH:21]=[C:22]([CH3:35])[C:23]([OH:27])=[C:24]([CH3:26])[CH:25]=3)=[O:16])[CH2:11][CH2:10]2)[CH2:7][CH2:6][C:5]2[CH:39]=[CH:40][CH:41]=[CH:42][C:4]=2[NH:3]1. Procedure: A suspension of 1.00 g (1.75 mmol) (R)-2-(4-benzyloxy-3,5-dimethyl-phenyl)-1-carboxy-ethyl 4-(2-oxo-1,2,4,5-tetrahydro-1,3-benzodiazepin-3-yl)-piperidine-1-carboxylate (Example 7g) and 150 mg 10% Pd/C in 30 mL MeOH was hydrogenated at RT and 3000 hPa hydrogen pressure until the reaction stopped. The catalyst was suction filtered and the residue was purified by chromatography (silica gel, EtOAc).